The task is: describe an organic reaction: reactants, conditions, products, and yield. This data is from the Open Reaction Database (ORD), a public repository of structured organic reaction records. Starting materials: [BH4-], CCOC(=O)c1nc(C2CCCCCC2)cs1, CCO, [Na+]. Product: OCc1nc(C2CCCCCC2)cs1. RXN SMILES: [BH4-:1].[C:3](=[O:4])([O:5][CH2:6][CH3:7])[c:8]1[s:9][cH:10][c:11]([CH:13]2[CH2:14][CH2:15][CH2:16][CH2:17][CH2:18][CH2:19]2)[n:12]1.[CH2:20]([OH:21])[CH3:22].[Na+:2]>>[CH2:3]([OH:4])[c:8]1[s:9][cH:10][c:11]([CH:13]2[CH2:14][CH2:15][CH2:16][CH2:17][CH2:18][CH2:19]2)[n:12]1. Starting materials: ( a ), NC1=C(C2=CC=CC=C2C=C1)SC(C(C(=O)O)O)C1=CC=C(C=C1)OC (rac-β-[(2-amino-1-naphthalenyl)thio]-α-hydroxy-4-methoxybenzenepropanoic acid), OC1=CC=C(CC2NCCC=3CCCCC23)C=C1 ((+)-1-(p-hydroxybenzyl)-1,2,3,4,5,6,7,8-octahydroisoquinoline), NC1=C(C2=CC=CC=C2C=C1)SC(C(C(=O)O)O)C1=CC=C(C=C1)OC ((+)-β-[(2-amino-1-naphthalenyl)thio]-α-hydroxy-4-methoxybenzenepropanoic acid). Product: O.OC1=CC=C(CC2NCCC=3CCCCC23)C=C1.NC1=C(C2=CC=CC=C2C=C1)SC(C(C(=O)O)O)C1=CC=C(C=C1)OC ((+)-β-[(2-amino-1-naphthalenyl)thio]-α-hydroxy-4-methoxybenzenepropanoic acid (+)-1-(p-hydroxybenzyl)-1,2,3,4,5,6,7,8-octahydroisoquinoline hydrate). Reaction SMILES: [NH2:1][C:2]1[CH:11]=[CH:10][C:9]2[C:4](=[CH:5][CH:6]=[CH:7][CH:8]=2)[C:3]=1[S:12][CH:13]([C:19]1[CH:24]=[CH:23][C:22]([O:25][CH3:26])=[CH:21][CH:20]=1)[CH:14]([OH:18])[C:15]([OH:17])=[O:16].[OH:27][C:28]1[CH:44]=[CH:43][C:31]([CH2:32][CH:33]2[C:42]3[CH2:41][CH2:40][CH2:39][CH2:38][C:37]=3[CH2:36][CH2:35][NH:34]2)=[CH:30][CH:29]=1>>[OH2:16].[OH:27][C:28]1[CH:29]=[CH:30][C:31]([CH2:32][CH:33]2[C:42]3[CH2:41][CH2:40][CH2:39][CH2:38][C:37]=3[CH2:36][CH2:35][NH:34]2)=[CH:43][CH:44]=1.[NH2:1][C:2]1[CH:11]=[CH:10][C:9]2[C:4](=[CH:5][CH:6]=[CH:7][CH:8]=2)[C:3]=1[S:12][CH:13]([C:19]1[CH:20]=[CH:21][C:22]([O:25][CH3:26])=[CH:23][CH:24]=1)[CH:14]([OH:18])[C:15]([OH:17])=[O:16] |f:2.3.4|. Reported procedure: A process for preparing optically pure (+)-β-[(2-amino-1-naphthalenyl)thio]-α-hydroxy-4-methoxybenzenepropanoic acid of the formula ##STR19## which comprises: (a) treating a solution of rac-β-[(2-amino-1-naphthalenyl)thio]-α-hydroxy-4-methoxybenzenepropanoic acid with (+)-1-(p-hydroxybenzyl)-1,2,3,4,5,6,7,8-octahydroisoquinoline to form diastereomeric salts (+)-β-[(2-amino-1-naphthalenyl)thio]-α-hydroxy-4-methoxybenzenepropanoic acid (+)-1-(p-hydroxybenzyl)-1,2,3,4,5,6,7,8-octahydroisoquinoline ... The reactants are N[C@H](C(=O)NC1=C(C=C(C=C1)F)NC1=NC=CC=C1)C ((S)-2-amino-N-[4-fluoro-2-(pyridin-2-ylamino)phenyl]propionamide), ClC1=C2N=CN(C2=NC=N1)C1OCCCC1 (6-chloro-9-(tetrahydropyran-2-yl)-9H-purine), CCN(C(C)C)C(C)C (DIPEA). The solvent is C(CCC)O (n-butanol). Conditions: temperature 90 celsius. The product is FC1=CC(=C(C=C1)NC([C@H](C)NC1=C2N=CNC2=NC=N1)=O)NC1=NC=CC=C1 ((S)—N-[4-Fluoro-2-(pyridin-2-ylamino)phenyl]-2-(9H-purin-6-ylamino)propionamide). Yield: 97.1%. RXN SMILES: [NH2:1][C@@H:2]([CH3:20])[C:3]([NH:5][C:6]1[CH:11]=[CH:10][C:9]([F:12])=[CH:8][C:7]=1[NH:13][C:14]1[CH:19]=[CH:18][CH:17]=[CH:16][N:15]=1)=[O:4].Cl[C:22]1[N:30]=[CH:29][N:28]=[C:27]2[C:23]=1[N:24]=[CH:25][N:26]2C1CCCCO1.CCN(C(C)C)C(C)C>C(O)CCC>[F:12][C:9]1[CH:10]=[CH:11][C:6]([NH:5][C:3](=[O:4])[C@@H:2]([NH:1][C:22]2[N:30]=[CH:29][N:28]=[C:27]3[C:23]=2[N:24]=[CH:25][NH:26]3)[CH3:20])=[C:7]([NH:13][C:14]2[CH:19]=[CH:18][CH:17]=[CH:16][N:15]=2)[CH:8]=1. Procedure details: A mixture of (S)-2-amino-N-[4-fluoro-2-(pyridin-2-ylamino)phenyl]propionamide (190 mg, 0.69 mmol), 6-chloro-9-(tetrahydropyran-2-yl)-9H-purine (186 mg, 0.78 mmol) and DIPEA (380 μL, 2.22 mmol) in n-butanol (1.5 mL) was heated at 90° C. in a sealed vial for 65 h. After cooling to RT, the volatiles were removed in vacuo and the resulting residue loaded into an Isolute® SCX-2 cartridge then washed with MeOH followed by 2M NH3/MeOH. The product containing fractions were combined and concentrated in ... Yield: 71.9%. Reported procedure: To a solution of 10 g (60.2 mmol) of 4,8-dimethylbicyclo[3.3.1]nona-7-en-2-ol [IA] in 60 ml of tetrahydrofuran were added 1.3 g (56.5 mmol) of sodium and the resulting mixture was heated with stirring at 40° C. After the sodium was dissolved, 12.8 g (90 mmol) of methyl iodide were added dropwise and the resulting mixture was heated with stirring at 40° C. for 10 hours. After cooling, the tetrahydrofuran was distilled off under reduced pressure, the residue was subjected to column chromatography ... Reactants: CC1CC(C2C(=CCC1C2)C)O (4,8-dimethylbicyclo[3.3.1]nona-7-en-2-ol), [Na] (sodium), CI (methyl iodide), [Na] (sodium). RXN SMILES: [CH3:1][CH:2]1[CH:9]2[CH2:10][CH:5]([C:6]([CH3:11])=[CH:7][CH2:8]2)[CH:4]([OH:12])[CH2:3]1.[Na].[CH3:14]I>O1CCCC1>[CH3:14][O:12][CH:4]1[CH2:3][CH:2]([CH3:1])[CH:9]2[CH2:10][CH:5]1[C:6]([CH3:11])=[CH:7][CH2:8]2 |^1:12|. Yields the product COC1C2C(=CCC(C(C1)C)C2)C (4,8-dimethylbicyclo[3.3.1]nona-7-en-2-yl methyl ether). Solvent: O1CCCC1 (tetrahydrofuran). Run at temperature 40 celsius. Reactants: COC(=O)Cl, Cc1cc(C2=NOC(c3cc(Cl)cc(Cl)c3)(C(F)(F)F)C2)ccc1C(=O)NC1CCCO1, [H-], [Na+], C1CCOC1, O. Product: COC(=O)N(C(=O)c1ccc(C2=NOC(c3cc(Cl)cc(Cl)c3)(C(F)(F)F)C2)cc1C)C1CCCO1. As a reaction SMILES: [Cl:35][C:36](=[O:37])[O:38][CH3:39].[Cl:3][c:4]1[cH:5][c:6]([C:11]2([C:31]([F:32])([F:33])[F:34])[CH2:12][C:13]([c:16]3[cH:17][c:18]([CH3:30])[c:19]([C:20](=[O:21])[NH:22][CH:23]4[O:24][CH2:25][CH2:26][CH2:27]4)[cH:28][cH:29]3)=[N:14][O:15]2)[cH:7][c:8]([Cl:10])[cH:9]1.[H-:1].[Na+:2].[O:40]1[CH2:41][CH2:42][CH2:43][CH2:44]1.[OH2:45]>>[Cl:3][c:4]1[cH:5][c:6]([C:11]2([C:31]([F:32])([F:33])[F:34])[CH2:12][C:13]([c:16]3[cH:17][c:18]([CH3:30])[c:19]([C:20](=[O:21])[N:22]([CH:23]4[O:24][CH2:25][CH2:26][CH2:27]4)[C:36](=[O:37])[O:38][CH3:39])[cH:28][cH:29]3)=[N:14][O:15]2)[cH:7][c:8]([Cl:10])[cH:9]1. Yields the product CCC(CCOC)n1cc(Cl)nc(N2CCc3cc(Cl)cc(Cl)c32)c1=O. As a reaction SMILES: [Cl:17][c:18]1[cH:19][c:20]2[c:24]([c:25]([Cl:27])[cH:26]1)[NH:23][CH2:22][CH2:21]2.[Cl:1][c:2]1[c:3](=[O:16])[n:4]([CH:9]([CH2:10][CH2:11][O:12][CH3:13])[CH2:14][CH3:15])[cH:5][c:6]([Cl:8])[n:7]1>>[c:2]1([N:23]2[CH2:22][CH2:21][c:20]3[cH:19][c:18]([Cl:17])[cH:26][c:25]([Cl:27])[c:24]32)[c:3](=[O:16])[n:4]([CH:9]([CH2:10][CH2:11][O:12][CH3:13])[CH2:14][CH3:15])[cH:5][c:6]([Cl:8])[n:7]1. The reactants are Clc1cc(Cl)c2c(c1)CCN2, CCC(CCOC)n1cc(Cl)nc(Cl)c1=O.